From a dataset of the Open Reaction Database (ORD), a public repository of structured organic reaction records. describe an organic reaction: reactants, conditions, products, and yield Starting materials: N#CCCCc1ccccc1[N+](=O)[O-], [Na+], [OH-], O=S(=O)(O)F, F[Sb](F)(F)(F)F. Product: O=C1CCCc2c1cccc2[N+](=O)[O-]. Reaction SMILES: [N+:12](=[O:13])([O-:14])[c:15]1[c:16]([CH2:21][CH2:22][CH2:23][C:24]#[N:25])[cH:17][cH:18][cH:19][cH:20]1.[Na+:27].[OH-:26].[S:1]([F:2])(=[O:3])(=[O:4])[OH:5].[Sb:6]([F:7])([F:8])([F:9])([F:10])[F:11]>>[N+:12](=[O:13])([O-:14])[c:15]1[c:16]2[c:17]([cH:18][cH:19][cH:20]1)[C:24](=[O:26])[CH2:23][CH2:22][CH2:21]2. Starting materials: C(C)(C)C1=CC=C(COC2=CC=C(C=C2)N=C=O)C=C1 (4-(4-isopropylbenzyloxy)phenyl isocyanate), Cl.NO (hydroxylamine hydrochloride), [OH-].[Na+] (sodium hydroxide). Run in C(Cl)Cl (methylene chloride), O (water), O (water). The product is C(C)(C)C1=CC=C(C(=O)OC2=CC=C(C=C2)NC(=O)NO)C=C1 (N-[4-(4-isopropylbenzoyloxy)-phenyl]-N'-hydroxyurea). The yield is 77.5%. As a reaction SMILES: [CH:1]([C:4]1[CH:20]=[CH:19][C:7]([CH2:8][O:9][C:10]2[CH:15]=[CH:14][C:13]([N:16]=[C:17]=[O:18])=[CH:12][CH:11]=2)=[CH:6][CH:5]=1)([CH3:3])[CH3:2].Cl.[NH2:22][OH:23].[OH-:24].[Na+]>C(Cl)Cl.O>[CH:1]([C:4]1[CH:20]=[CH:19][C:7]([C:8]([O:9][C:10]2[CH:15]=[CH:14][C:13]([NH:16][C:17]([NH:22][OH:23])=[O:18])=[CH:12][CH:11]=2)=[O:24])=[CH:6][CH:5]=1)([CH3:3])[CH3:2] |f:1.2,3.4|. Reported procedure: A solution of 4-(4-isopropylbenzyloxy)phenyl isocyanate (4.5 g) in methylene chloride (50 ml) is added dropwise to a solution of hydroxylamine hydrochloride (5.4 g) and sodium hydroxide (4 g) in water (15 ml) at a temperature below 20° C. The reaction mixture is diluted with water and filtered to give N-[4-(4-isopropylbenzoyloxy)-phenyl]-N'-hydroxyurea (4.1 g).